The task is: describe an organic reaction: reactants, conditions, products, and yield. This data is from the Open Reaction Database (ORD), a public repository of structured organic reaction records. Reactants: CC=1C=C(C=C(C1)C)Br (3,5-dimethyl-bromobenzene), C(C)OCC (diethyl ether), Mg, C(C)OCC (diethyl ether). Yields the product CC=1C=C(C=C(C1)C)C=1CC2=CC=CC=C2C1 (2-(3,5-Dimethylphenyl)indene). RXN SMILES: [CH3:1][C:2]1[CH:3]=[C:4](Br)[CH:5]=[C:6]([CH3:8])[CH:7]=1.C(O[CH2:13][CH3:14])C>>[CH3:1][C:2]1[CH:3]=[C:4]([C:8]2[CH2:6][C:7]3[C:14]([CH:13]=2)=[CH:5][CH:4]=[CH:3][CH:2]=3)[CH:5]=[C:6]([CH3:8])[CH:7]=1. Procedure details: A 3-neck 500-mL round-bottomed flask fitted with a condenser and an addition funnel was charged with 1.86 g (77 mmol) of Mg turnings and 15 mL of anhydrous diethyl ether. Slow addition of a solution of 9.9 g (53 mmol) of 3,5-dimethyl-bromobenzene in diethyl ether (60 mL), followed by refluxing for 1 hour, gave an orange solution of the aryl Gnrgnard reagent. The solution was cooled to room temperature, filtered over a plug of Celite and the solvent was removed in vacuo from the filtrate. Toluene... The reactants are stannous chloride dihydrate, [OH-].[K+] (potassium hydroxide), [N+](=O)([O-])C1=C(C#N)C=C(C=C1)SC1=CC2=CC=CC=C2C=C1 (2-nitro-5-(naphth-2-ylthio)benzonitrile). The solvent is Cl (hydrochloric acid), ice, COCCOCCOC (2-methoxyethyl ether). Reaction conditions: time 2 hour. The product is NC1=C(C#N)C=C(C=C1)SC1=CC2=CC=CC=C2C=C1 (2-amino-5-(naphth-2-ylthio)benzonitrile). Yield: 103.4%. As a reaction SMILES: [N+:1]([C:4]1[CH:11]=[CH:10][C:9]([S:12][C:13]2[CH:22]=[CH:21][C:20]3[C:15](=[CH:16][CH:17]=[CH:18][CH:19]=3)[CH:14]=2)=[CH:8][C:5]=1[C:6]#[N:7])([O-])=O.[OH-].[K+]>COCCOCCOC.Cl>[NH2:1][C:4]1[CH:11]=[CH:10][C:9]([S:12][C:13]2[CH:22]=[CH:21][C:20]3[C:15](=[CH:16][CH:17]=[CH:18][CH:19]=3)[CH:14]=2)=[CH:8][C:5]=1[C:6]#[N:7] |f:1.2|. Procedure details: A stirred solution of 13.0 grams (0.042 mole) of 2-nitro-5-(naphth-2-ylthio)benzonitrile in 200 mL of 2-methoxyethyl ether was cooled to 0° C., and a solution of 30.3 grams (0.134 mole) of stannous chloride dihydrate in 91 mL of concentrated hydrochloric acid was added. Upon completion of addition, the reaction mixture was allowed to warm to ambient temperature, where it was stirred during a 2 hour period. After this time, the reaction mixture was poured, with stirring, into a mixture of 260 gra... Reactants: FC(C(=O)O)(F)F.ClC1=CC=C2C(=C1)NC(C21C(NC(C1C1=CC(=CC(=C1)F)Cl)C(=O)O)CC(C)(C)C)=O (rac-(2′S,3′R,4′S,5′R)-6-chloro-4′-(3-chloro-5-fluoro-phenyl)-2′-(2,2-dimethyl-propyl)-2-oxo-1,2-dihydro-spiro[indole-3,3′-pyrrolidine]-5′-carboxylic acid trifluoroacetic acid), NC1=C(C=C(C#N)C=C1)OC (4-amino-3-methoxy-benzonitrile), C(C)(C)N(CC)C(C)C (diisopropylethylamine), C1(=CC=CC=C1)P(=O)(C1=CC=CC=C1)Cl (diphenylphosphinic chloride). Product: C(#N)C1=CC(=C(C=C1)NC(=O)C1C(C2(C(N1)CC(C)(C)C)C(NC1=CC(=CC=C12)Cl)=O)C1=CC(=CC(=C1)F)Cl)OC (rac-(2′S,3′R,4′R,5′R)-6-chloro-4′-(3-chloro-5-fluoro-phenyl)-2′-(2,2-dimethyl-propyl)-2-oxo-1,2-dihydro-spiro[indole-3,3′-pyrrolidine]-5′-carboxylic acid (4-cyano-2-methoxy-phenyl)-amide). RXN SMILES: FC(F)(F)C(O)=O.[Cl:8][C:9]1[CH:14]=[C:13]2[NH:15][C:16](=[O:38])[C:17]3([CH:21]([C:22]4[CH:27]=[C:26]([F:28])[CH:25]=[C:24]([Cl:29])[CH:23]=4)[CH:20]([C:30]([OH:32])=O)[NH:19][CH:18]3[CH2:33][C:34]([CH3:37])([CH3:36])[CH3:35])[C:12]2=[CH:11][CH:10]=1.C(N(C(C)C)CC)(C)C.C1(P(Cl)(C2C=CC=CC=2)=O)C=CC=CC=1.[NH2:63][C:64]1[CH:71]=[CH:70][C:67]([C:68]#[N:69])=[CH:66][C:65]=1[O:72][CH3:73]>>[C:68]([C:67]1[CH:70]=[CH:71][C:64]([NH:63][C:30]([CH:20]2[NH:19][CH:18]([CH2:33][C:34]([CH3:37])([CH3:36])[CH3:35])[C:17]3([C:12]4[C:13](=[CH:14][C:9]([Cl:8])=[CH:10][CH:11]=4)[NH:15][C:16]3=[O:38])[CH:21]2[C:22]2[CH:27]=[C:26]([F:28])[CH:25]=[C:24]([Cl:29])[CH:23]=2)=[O:32])=[C:65]([O:72][CH3:73])[CH:66]=1)#[N:69] |f:0.1|. Reported procedure: In a manner similar to the method described in Example 5, rac-(2′S,3′R,4′R,5′R)-6-chloro-4′-(3-chloro-5-fluoro-phenyl)-2′-(2,2-dimethyl-propyl)-2-oxo-1,2-dihydro-spiro[indole-3,3′-pyrrolidine]-5′-carboxylic acid trifluoroacetic acid prepared in Example 87 (0.4 g, 0.71 mmol), was reacted with diisopropylethylamine (0.46 g, 3.6 mmol), diphenylphosphinic chloride (0.34 g, 1.4 mmol), then reacted with 4-amino-3-methoxy-benzonitrile prepared in Example 57 (0.32 g, 2.1 mmol) to give rac-(2′S,3′R,4′R,5... Starting materials: ClCCl, CC(C)(C)OC(=O)N1CCCC(CCN2C(=O)C3(COc4cc5c(cc43)OCO5)c3ccccc32)C1, O=C(O)C(F)(F)F. The product is O=C1N(CCC2CCCNC2)c2ccccc2C12COc1cc3c(cc12)OCO3. RXN SMILES: [Cl:44][CH2:45][Cl:46].[O:1]=[C:2]1[N:3]([CH2:22][CH2:23][CH:24]2[CH2:25][N:26]([C:30]([O:31][C:32]([CH3:33])([CH3:34])[CH3:35])=[O:36])[CH2:27][CH2:28][CH2:29]2)[c:4]2[cH:5][cH:6][cH:7][cH:8][c:9]2[C:10]12[CH2:11][O:12][c:13]1[c:14]2[cH:15][c:16]2[c:17]([cH:21]1)[O:18][CH2:19][O:20]2.[OH:37][C:38]([C:39]([F:40])([F:41])[F:42])=[O:43]>>[O:1]=[C:2]1[N:3]([CH2:22][CH2:23][CH:24]2[CH2:25][NH:26][CH2:27][CH2:28][CH2:29]2)[c:4]2[cH:5][cH:6][cH:7][cH:8][c:9]2[C:10]12[CH2:11][O:12][c:13]1[c:14]2[cH:15][c:16]2[c:17]([cH:21]1)[O:18][CH2:19][O:20]2. Starting materials: ClC1=NC(=NC=C1)N (4-chloropyrimidin-2-amine), NC1=NC=C(C=N1)C1=C(C=C(C=C1)C=1C(=CC(=CC1)C(F)(F)F)O)F (4′-(2-aminopyrimidin-5-yl)-3′-fluoro-4-(trifluoromethyl)biphenyl-2-ol). Yields the product NC1=NC=C(C=N1)C1=C(C=C(C=C1)C1=C(C=C(C=C1)C(F)(F)F)OC1=NC(=NC=C1)N)F (4-{[4′-(2-Aminopyrimidin-5-yl)-3′-fluoro-4-(trifluoromethyl)biphenyl-2-yl]oxy}pyrimidin-2-amine). RXN SMILES: Cl[C:2]1[CH:7]=[CH:6][N:5]=[C:4]([NH2:8])[N:3]=1.[NH2:9][C:10]1[N:15]=[CH:14][C:13]([C:16]2[CH:21]=[CH:20][C:19]([C:22]3[C:23]([OH:32])=[CH:24][C:25]([C:28]([F:31])([F:30])[F:29])=[CH:26][CH:27]=3)=[CH:18][C:17]=2[F:33])=[CH:12][N:11]=1>>[NH2:9][C:10]1[N:11]=[CH:12][C:13]([C:16]2[CH:21]=[CH:20][C:19]([C:22]3[CH:27]=[CH:26][C:25]([C:28]([F:31])([F:29])[F:30])=[CH:24][C:23]=3[O:32][C:2]3[CH:7]=[CH:6][N:5]=[C:4]([NH2:8])[N:3]=3)=[CH:18][C:17]=2[F:33])=[CH:14][N:15]=1. Procedure details: The title compound was prepared in a manner similar to that described in Example 555 using 4-chloropyrimidin-2-amine and 4′-(2-aminopyrimidin-5-yl)-3′-fluoro-4-(trifluoromethyl)biphenyl-2-ol. MS (ESI): mass calcd. for C21H14F4N6O, 442.12; m/z found, 443.0 [M+H]+. 1H NMR (500 MHz, CD3OD) δ 8.51-8.43 (d, J=1.3, 2H), 8.06-7.94 (d, J=5.7, 1H), 7.72-7.69 (m, 1H), 7.69-7.66 (m, 1H), 7.55 (s, 1H), 7.52-7.47 (m, 1H), 7.39-7.31 (m, 2H), 6.31-6.03 (d, J=5.7, 1H). Starting materials: C[S-].[Na+] (Sodium methanethiolate), BrCC1=C2N=C(C(=NC2=CC(=C1Cl)Cl)OC)OC (5-bromomethyl-6,7-dichloro-2,3-dimethoxyquinoxaline). The solvent is CN(C=O)C (dimethylformamide). Run at time 10 minute. The product is ClC=1C(=C2N=C(C(=NC2=CC1Cl)OC)OC)CSC (6,7-dichloro-2, 3-dimethoxy-5-methylthiomethylquinoxaline). Yield: 87.1%. RXN SMILES: [CH3:1][S-:2].[Na+].Br[CH2:5][C:6]1[C:15]([Cl:16])=[C:14]([Cl:17])[CH:13]=[C:12]2[C:7]=1[N:8]=[C:9]([O:20][CH3:21])[C:10]([O:18][CH3:19])=[N:11]2>CN(C)C=O>[Cl:16][C:15]1[C:6]([CH2:5][S:2][CH3:1])=[C:7]2[C:12](=[CH:13][C:14]=1[Cl:17])[N:11]=[C:10]([O:18][CH3:19])[C:9]([O:20][CH3:21])=[N:8]2 |f:0.1|. Procedure: Sodium methanethiolate (22 mg, 0.312 mmol) was added to a stirred solution of 5-bromomethyl-6,7-dichloro-2,3-dimethoxyquinoxaline (see Preparation 28) (100 mg, 0.284 mmol) in dry dimethylformamide (5 ml) under nitrogen at room temperature. The mixture was stirred for 10 minutes and was then quenched with brine and extracted twice with dichloromethane. The combined extracts were dried (MgSO4) and concentrated under reduced pressure. The residue was purified by flash chromatography (eluting with 1... Reactants: C#CC1(CO)OC(n2cnc3c(N)nc(N)nc32)CC1O, O. The product is C#CC1(CO)OC(n2cnc3c(=O)[nH]c(N)nc32)CC1O. RXN SMILES: [NH2:1][c:2]1[n:3][c:4]([NH2:21])[c:5]2[n:6][cH:7][n:8]([CH:11]3[CH2:12][CH:13]([OH:14])[C:15]([CH2:17][OH:18])([C:19]#[CH:20])[O:16]3)[c:9]2[n:10]1.[OH2:22]>>[NH2:1][c:2]1[nH:3][c:4](=[O:22])[c:5]2[n:6][cH:7][n:8]([CH:11]3[CH2:12][CH:13]([OH:14])[C:15]([CH2:17][OH:18])([C:19]#[CH:20])[O:16]3)[c:9]2[n:10]1. Starting materials: ClC(=O)OC1=CC=C(C=C1)[N+](=O)[O-] (4-nitrophenyl chloroformate), C(C1=CC=CC=C1)OC1=C(C=C(C=C1C)C[C@H](C(=O)OC)O)C (methyl(R)-3-(4-benzyloxy-3,5-dimethyl-phenyl)-2-hydroxy-propionate), N1CCC(CC1)C=1C(NC2=CC=CC=C2C1)=O (3-piperidin-4-yl-1H-quinoline-2-one). The solvent is C1CCOC1 (THF), N1=CC=CC=C1 (pyridine), N1=CC=CC=C1 (pyridine). Conditions: temperature 60 celsius, time 10 minute. Product: O=C1NC2=CC=CC=C2C=C1C1CCN(CC1)C(=O)O[C@H](CC1=CC(=C(C(=C1)C)OCC1=CC=CC=C1)C)C(=O)OC ((R)-2-(4-benzyloxy-3,5-dimethyl-phenyl)-1-methoxycarbonyl-ethyl 4-(2-oxo-1,2-dihydro-quinolin-3-yl)-piperidine-1-carboxylate). Reaction SMILES: Cl[C:2](OC1C=CC([N+]([O-])=O)=CC=1)=[O:3].[CH2:14]([O:21][C:22]1[C:27]([CH3:28])=[CH:26][C:25]([CH2:29][C@@H:30]([OH:35])[C:31]([O:33][CH3:34])=[O:32])=[CH:24][C:23]=1[CH3:36])[C:15]1[CH:20]=[CH:19][CH:18]=[CH:17][CH:16]=1.[NH:37]1[CH2:42][CH2:41][CH:40]([C:43]2[C:44](=[O:53])[NH:45][C:46]3[C:51]([CH:52]=2)=[CH:50][CH:49]=[CH:48][CH:47]=3)[CH2:39][CH2:38]1>C1COCC1.N1C=CC=CC=1>[O:53]=[C:44]1[C:43]([CH:40]2[CH2:39][CH2:38][N:37]([C:2]([O:35][C@@H:30]([C:31]([O:33][CH3:34])=[O:32])[CH2:29][C:25]3[CH:24]=[C:23]([CH3:36])[C:22]([O:21][CH2:14][C:15]4[CH:20]=[CH:19][CH:18]=[CH:17][CH:16]=4)=[C:27]([CH3:28])[CH:26]=3)=[O:3])[CH2:42][CH2:41]2)=[CH:52][C:51]2[C:46](=[CH:47][CH:48]=[CH:49][CH:50]=2)[NH:45]1. Procedure: Under a nitrogen atmosphere 0.91 g (4.38 mmol) 4-nitrophenyl chloroformate in 10 mL THF were metered into 20 mL pyridine within 10 min at a bath temperature of 60° C., the mixture was stirred for 10 min, then 1.38 g (4.38 mmol) methyl(R)-3-(4-benzyloxy-3,5-dimethyl-phenyl)-2-hydroxy-propionate in 40 mL pyridine were added and the reaction mixture was stirred for 2 h at 60° C. The reaction solution was combined with 1.00 g (4.38 mmol) 3-piperidin-4-yl-1H-quinoline-2-one and stirred for 4 h at 100... Reactants: BrCC1=CC2=C(SC=C2C(C(=O)OC)=COC)C=C1 (methyl α-(5-bromomethyl-3-benzo[b]thienyl)-β-methoxyacrylate), CS(=O)C (dimethyl sulfoxide), C(O)([O-])=O.[Na+] (sodium hydrogencarbonate). Run in O (Water). Run at temperature 85 celsius. Product: C(=O)C1=CC2=C(SC=C2C(C(=O)OC)=COC)C=C1 (methyl α-(5-formyl-3-benzo[b]thienyl)-β-methoxyacrylate). Reaction SMILES: Br[CH2:2][C:3]1[CH:19]=[CH:18][C:6]2[S:7][CH:8]=[C:9]([C:10](=[CH:15][O:16][CH3:17])[C:11]([O:13][CH3:14])=[O:12])[C:5]=2[CH:4]=1.CS(C)=[O:22].C(=O)([O-])O.[Na+]>O>[CH:2]([C:3]1[CH:19]=[CH:18][C:6]2[S:7][CH:8]=[C:9]([C:10](=[CH:15][O:16][CH3:17])[C:11]([O:13][CH3:14])=[O:12])[C:5]=2[CH:4]=1)=[O:22] |f:2.3|. Procedure: A mixture of 2 g of methyl α-(5-bromomethyl-3-benzo[b]thienyl)-13-methoxyacrylate (see Example 11), 16 ml of dimethyl sulfoxide and 0.5 g of sodium hydrogencarbonate is heated at 85° C. for 2.5 hours. Water is subsequently added, and the mixture is extracted using ethyl acetate. The organic phase is dried over anhydrous sodium sulfate and concentrated under reduced pressure, and the residue is then purified by chromatography on silica gel using diethyl ether/n-hexane (2:1). Recrystallization fro... The reactants are C(C=C)(=O)OCC (ethyl acrylate), C1(=C(C=CC=C1)P(C1=C(C=CC=C1)C)C1=C(C=CC=C1)C)C (tri-o-tolylphosphine), Cl (hydrochloric acid), C(C)(C)(C)OC(=O)N1CCN(C2=CC=C(C=C12)Br)CC1=CC=CC=C1 (4-benzyl-7-bromo-1,2,3,4-tetrahydro-quinoxaline-1-carboxylic acid tert-butyl ester), C1(=C(C=CC=C1)P(C1=C(C=CC=C1)C)C1=C(C=CC=C1)C)C (tri-o-tolylphosphine), C(C=C)(=O)OCC (ethyl acrylate), C(C=C)(=O)OCC (ethyl acrylate). The reagents and catalysts are C(C)(=O)[O-].[Pd+2].C(C)(=O)[O-] (palladium(II) acetate), C(C)(=O)[O-].[Pd+2].C(C)(=O)[O-] (palladium(II) acetate). The solvent is C(CCC)N(CCCC)CCCC (tributylamine). Conditions: temperature 110 celsius, time 2 hour. Product: C(C)(C)(C)OC(=O)N1CCN(C2=CC=C(C=C12)C=CC(=O)OCC)CC1=CC=CC=C1 (4-Benzyl 7-(2-ethoxycarbonyl-vinyl)-1,2,3,4-tetrahydro-quinoxaline-1-carboxylic acid tert-butyl ester). As a reaction SMILES: [C:1]([O:5][C:6]([N:8]1[C:17]2[C:12](=[CH:13][CH:14]=[C:15](Br)[CH:16]=2)[N:11]([CH2:19][C:20]2[CH:25]=[CH:24][CH:23]=[CH:22][CH:21]=2)[CH2:10][CH2:9]1)=[O:7])([CH3:4])([CH3:3])[CH3:2].C1(C)C=CC=CC=1P(C1C=CC=CC=1C)C1C=CC=CC=1C.[C:48]([O:52][CH2:53][CH3:54])(=[O:51])[CH:49]=[CH2:50].Cl>C(N(CCCC)CCCC)CCC.C([O-])(=O)C.[Pd+2].C([O-])(=O)C>[C:1]([O:5][C:6]([N:8]1[C:17]2[C:12](=[CH:13][CH:14]=[C:15]([CH:50]=[CH:49][C:48]([O:52][CH2:53][CH3:54])=[O:51])[CH:16]=2)[N:11]([CH2:19][C:20]2[CH:25]=[CH:24][CH:23]=[CH:22][CH:21]=2)[CH2:10][CH2:9]1)=[O:7])([CH3:4])([CH3:3])[CH3:2] |f:5.6.7|. Reported procedure: A mixture of 4-benzyl-7-bromo-1,2,3,4-tetrahydro-quinoxaline-1-carboxylic acid tert-butyl ester (2.4 g, Reference Example 5), tri-o-tolylphosphine (96 mg), palladium(II) acetate (24 mg) and ethyl acrylate (1.3 ml) in tributylamine (20 ml) was heated to 110° C. After stirring for 2 hours at 110° C. the mixture was treated with further portions of ethyl acrylate (1.3 ml), tri-o-tolylphosphine (96 mg) and palladium(II) acetate (24 mg) and stirring was continued for a further 16 hours at 110° C. The...